Dataset: the Open Reaction Database (ORD), a public repository of structured organic reaction records. Task: describe an organic reaction: reactants, conditions, products, and yield Starting materials: FC(C1=NC2=CC(=C3N=C(N=C4C=C(C(=N1)C2=C43)Br)C(F)(F)F)Br)(F)F (2,7-bis-(trifluoromethyl)-4,9-dibromo-1,3,6,8-tetraazapyrene), FC(C1=CC=C(C=C1)B(O)O)(F)F (4-trifluoromethylphenylboronic acid), C([O-])([O-])=O.[Cs+].[Cs+] (caesium carbonate). Reagents/catalysts: C1=CC=C(C=C1)P([C-]2C=CC=C2)C3=CC=CC=C3.C1=CC=C(C=C1)P([C-]2C=CC=C2)C3=CC=CC=C3.Cl[Pd]Cl.[Fe+2] (Pd(dppf)Cl2). Conditions: temperature 101 celsius, time 48 hour. Product: FC(C1=CC=C(C=C1)C=1C2=NC=NC3=CC(=C4N=CN=C(C1)C4=C32)C3=CC=C(C=C3)C(F)(F)F)(F)F (4,9-bis-(4-trifluoromethylphenyl)-1,3,6,8-tetraazapyrene). Yield: 23.1%. As a reaction SMILES: FC(F)(F)[C:3]1[N:16]=[C:15]2[C:17]3=[C:18]4[C:8]([N:9]=[C:10](C(F)(F)F)[N:11]=[C:12]4[CH:13]=[C:14]2Br)=[C:7](Br)[CH:6]=[C:5]3[N:4]=1.[F:27][C:28]([F:39])([F:38])[C:29]1[CH:34]=[CH:33][C:32](B(O)O)=[CH:31][CH:30]=1.C(=O)([O-])[O-].[Cs+].[Cs+]>C1C=CC(P(C2C=CC=CC=2)[C-]2C=CC=C2)=CC=1.C1C=CC(P(C2C=CC=CC=2)[C-]2C=CC=C2)=CC=1.Cl[Pd]Cl.[Fe+2]>[F:27][C:28]([F:39])([F:38])[C:29]1[CH:34]=[CH:33][C:32]([C:7]2[C:8]3[C:18]4[C:12](=[CH:13][C:14]([C:32]5[CH:33]=[CH:34][C:29]([C:28]([F:39])([F:38])[F:27])=[CH:30][CH:31]=5)=[C:15]5[C:17]=4[C:5]([CH:6]=2)=[N:4][CH:3]=[N:16]5)[N:11]=[CH:10][N:9]=3)=[CH:31][CH:30]=1 |f:2.3.4,5.6.7.8|. Procedure: An oven-dried Schlenk tube was loaded with 130 mg (0.26 mmol) 2,7-bis-(trifluoromethyl)-4,9-dibromo-1,3,6,8-tetraazapyrene, 197 mg (1.04 mmol) 4-trifluoromethylphenylboronic acid, 508 mg (1.56 mmol) caesium carbonate and 19 mg (0.03 mmol) Pd(dppf)Cl2 and evacuated and refilled with argon for three times. 20 ml abs. 1,4-dioxane were added, the Schlenk tube was sealed with a glass cap and the reaction mixture was stirred at 101° C. for 48 h. The mixture was allowed to cool to room temperature, the... Reactants: ClC1=C(C2=C(CCN(CC2)C(C(F)(F)F)=O)C=C1)OS(=O)(=O)C(F)(F)F (7-chloro-3-(2,2,2-trifluoroacetyl)-6-trifluoromethanesulfonyloxy-2,3,4,5-tetrahydro-1H-benzo[d]azepine), C(C)OC1=C(C=C(CN)C=C1)Cl (4-ethoxy-3-chloro-benzylamine). Run in O1CCOCC1 (1,4-dioxane). Product: ClC1=C(C2=C(CCN(CC2)C(C(F)(F)F)=O)C=C1)NCC1=CC(=C(C=C1)OCC)Cl (7-chloro-6-(3-chloro-4-ethoxy-benzylamino)-3-(2,2,2-trifluoroacetyl)-2,3,4,5-tetrahydro-1H-benzo[d]azepine). Isolated yield 68.9%. Reaction SMILES: [Cl:1][C:2]1[CH:18]=[CH:17][C:5]2[CH2:6][CH2:7][N:8]([C:11](=[O:16])[C:12]([F:15])([F:14])[F:13])[CH2:9][CH2:10][C:4]=2[C:3]=1OS(C(F)(F)F)(=O)=O.[CH2:27]([O:29][C:30]1[CH:37]=[CH:36][C:33]([CH2:34][NH2:35])=[CH:32][C:31]=1[Cl:38])[CH3:28]>O1CCOCC1>[Cl:1][C:2]1[CH:18]=[CH:17][C:5]2[CH2:6][CH2:7][N:8]([C:11](=[O:16])[C:12]([F:15])([F:14])[F:13])[CH2:9][CH2:10][C:4]=2[C:3]=1[NH:35][CH2:34][C:33]1[CH:36]=[CH:37][C:30]([O:29][CH2:27][CH3:28])=[C:31]([Cl:38])[CH:32]=1. Reported procedure: Use a method similar to the General Procedure 5-2 to couple 7-chloro-3-(2,2,2-trifluoroacetyl)-6-trifluoromethanesulfonyloxy-2,3,4,5-tetrahydro-1H-benzo[d]azepine (150 mg, 0.35 mmol) with 4-ethoxy-3-chloro-benzylamine (94.7 mg, 0.51 mmol) in anhydrous 1,4-dioxane (10 mL). Purify the crude mixture by chromatography on silica gel eluting with isohexane/EtOAc (100:0 to 77:23 gradient) to obtain 7-chloro-6-(3-chloro-4-ethoxy-benzylamino)-3-(2,2,2-trifluoroacetyl)-2,3,4,5-tetrahydro-1H-benzo[d]azepin... Reactants: [BH4-], O=C1c2ccccc2C(=O)N1CCSc1ccncc1, CCO, [Na+]. Yields the product O=C1c2ccccc2C(O)N1CCSc1ccncc1. RXN SMILES: [BH4-:21].[C:1]1(=[O:20])[c:2]2[c:3]([cH:16][cH:17][cH:18][cH:19]2)[C:4](=[O:15])[N:5]1[CH2:6][CH2:7][S:8][c:9]1[cH:10][cH:11][n:12][cH:13][cH:14]1.[CH3:23][CH2:24][OH:25].[Na+:22]>>[CH:1]1([OH:20])[c:2]2[c:3]([cH:16][cH:17][cH:18][cH:19]2)[C:4](=[O:15])[N:5]1[CH2:6][CH2:7][S:8][c:9]1[cH:10][cH:11][n:12][cH:13][cH:14]1. Reported procedure: 5-(2-Hydroxyethyl)-5-azaspiro[2.4]heptan-7-one (100 mg) was dissolved into Methanol (8 ml) and stirred at RT. NaBH4 (100 mg) was added to the reaction and stirred at RT for 30 minutes. The reaction was evaporated and purified by column chromatography to give title compound. Mass: (M+1), 158 Reaction SMILES: [OH:1][CH2:2][CH2:3][N:4]1[CH2:10][C:9](=[O:11])[C:6]2([CH2:8][CH2:7]2)[CH2:5]1.[BH4-].[Na+]>CO>[OH:1][CH2:2][CH2:3][N:4]1[CH2:10][CH:9]([OH:11])[C:6]2([CH2:7][CH2:8]2)[CH2:5]1 |f:1.2|. The product is OCCN1CC2(CC2)C(C1)O (5-(2-hydroxyethyl)-5-azaspiro[2.4]heptan-7-ol). Reactants: OCCN1CC2(CC2)C(C1)=O (5-(2-Hydroxyethyl)-5-azaspiro[2.4]heptan-7-one), [BH4-].[Na+] (NaBH4). The solvent is CO (Methanol).